From a dataset of the Open Reaction Database (ORD), a public repository of structured organic reaction records. describe an organic reaction: reactants, conditions, products, and yield Reactants: C(C)(=O)OCC=1CS[C@H]2N(C1C(=O)O)C(C2NC(C(=NOC)C=2N=C(SC2)N)=O)=O (3-acetoxymethyl-7-[{2-(2-amino-4-thiazolyl)-2-methoxyiminoacetyl}amino]-ceph-3-eme-4-carboxylic acid), C(C)(=S)[O-].[K+] (potassium thioacetate), P(=O)([O-])(O)O.[Na+] (monosodium phosphate), O (water). Solvent: C(=O)O (formic acid). Reaction conditions: time 5 minute. The product is C(C)(=O)SCC=1CS[C@H]2N(C1C(=O)O)C(C2NC(C(=NOC)C=2N=C(SC2)N)=O)=O (3-acetylthiomethyl-7-[{2-(2-amino-4-thiazolyl)-2-methoxyiminoacetyl}amino]-ceph-3-eme-4-carboxylic acid). RXN SMILES: C(O[CH2:5][C:6]1[CH2:7][S:8][C@@H:9]2[CH:16]([NH:17][C:18](=[O:29])[C:19]([C:23]3[N:24]=[C:25]([NH2:28])[S:26][CH:27]=3)=[N:20][O:21][CH3:22])[C:15](=[O:30])[N:10]2[C:11]=1[C:12]([OH:14])=[O:13])(=O)C.[C:31]([O-:34])(=[S:33])[CH3:32].[K+].P(O)(O)([O-])=O.[Na+].O>C(O)=O>[C:31]([S:33][CH2:5][C:6]1[CH2:7][S:8][C@@H:9]2[CH:16]([NH:17][C:18](=[O:29])[C:19]([C:23]3[N:24]=[C:25]([NH2:28])[S:26][CH:27]=3)=[N:20][O:21][CH3:22])[C:15](=[O:30])[N:10]2[C:11]=1[C:12]([OH:14])=[O:13])(=[O:34])[CH3:32] |f:1.2,3.4|. Procedure: A solution of the syn isomer of 4.55 g of 3-acetoxymethyl-7-[{2-(2-amino-4-thiazolyl)-2-methoxyiminoacetyl}amino]-ceph-3-eme-4-carboxylic acid, 1.7 g of potassium thioacetate. 2 g of deshydrated monosodium phosphate 1.05 g sodium acid carbonate and 20 ml of distilled water was heated at 70° C. for 90 minutes and the mixture was acidified with 2 ml of formic acid and was extracted 4 times with 60 ml of methyl acetate (insolubles vacuum filtered). The organic solution was washed with water and eva...